Dataset: the Open Reaction Database (ORD), a public repository of structured organic reaction records. Task: describe an organic reaction: reactants, conditions, products, and yield Starting materials: OC1(C2=C(OCOC3=C1C=CC=C3)C=CC=C2)C=2C(=NC=NC2)OC (5-(12-hydroxydibenzo[d,g][1,3]dioxocin-12-yl)-4-methoxypyrimidine), C(C)N(CC)S(F)(F)F (DAST). Solvent: ClCCl (dichloromethane). Conditions: time 8 hour. Product: FC1(C2=C(OCOC3=C1C=CC=C3)C=CC=C2)C=2C(=NC=NC2)OC (5-(12-Fluorodibenzo[d,g][1,3]dioxocin-12-yl)-4-methoxypyrimidine). Reaction SMILES: O[C:2]1([C:18]2[C:19]([O:24][CH3:25])=[N:20][CH:21]=[N:22][CH:23]=2)[C:9]2[CH:10]=[CH:11][CH:12]=[CH:13][C:8]=2[O:7][CH2:6][O:5][C:4]2[CH:14]=[CH:15][CH:16]=[CH:17][C:3]1=2.C(N(S(F)(F)[F:32])CC)C>ClCCl>[F:32][C:2]1([C:18]2[C:19]([O:24][CH3:25])=[N:20][CH:21]=[N:22][CH:23]=2)[C:9]2[CH:10]=[CH:11][CH:12]=[CH:13][C:8]=2[O:7][CH2:6][O:5][C:4]2[CH:14]=[CH:15][CH:16]=[CH:17][C:3]1=2. Procedure details: A mixture of 0.8 g of 5-(12-hydroxydibenzo[d,g][1,3]dioxocin-12-yl)-4-methoxypyrimidine, 1 mL of DAST (diethylaminosulfur trifluoride) and 30 mL of dichloromethane was prepared and allowed to stir at ambient temperature overnight. The mixture was then washed with water, dried over sodium sulfate, and concentrated by evaporation under reduced pressure. The residue was recrystallized from a mixture of dichloromethane and hexane to obtain 0.25 g of the title compound as a white solid. The reactants are O=C(Nc1ncnc2c1ncn2C1CC(NC(c2ccccc2)(c2ccccc2)c2ccccc2)C(COC(=O)c2ccccc2)O1)c1ccccc1, C1CCOC1, CO, [Na+], [OH-], c1cc[nH+]cc1. Yields the product O=C(Nc1ncnc2c1ncn2C1CC(NC(c2ccccc2)(c2ccccc2)c2ccccc2)C(CO)O1)c1ccccc1. Reaction SMILES: [C:1](=[O:2])([c:3]1[cH:4][cH:5][cH:6][cH:7][cH:8]1)[O:9][CH2:10][CH:11]1[CH:12]([NH:34][C:35]([c:36]2[cH:37][cH:38][cH:39][cH:40][cH:41]2)([c:42]2[cH:43][cH:44][cH:45][cH:46][cH:47]2)[c:48]2[cH:49][cH:50][cH:51][cH:52][cH:53]2)[CH2:13][CH:14]([n:16]2[cH:17][n:18][c:19]3[c:20]([NH:21][C:22]([c:23]4[cH:24][cH:25][cH:26][cH:27][cH:28]4)=[O:29])[n:30][cH:31][n:32][c:33]23)[O:15]1.[CH2:62]1[O:63][CH2:64][CH2:65][CH2:66]1.[CH3:67][OH:68].[Na+:55].[OH-:54].[nH+:56]1[cH:57][cH:58][cH:59][cH:60][cH:61]1>>[OH:9][CH2:10][CH:11]1[CH:12]([NH:34][C:35]([c:36]2[cH:37][cH:38][cH:39][cH:40][cH:41]2)([c:42]2[cH:43][cH:44][cH:45][cH:46][cH:47]2)[c:48]2[cH:49][cH:50][cH:51][cH:52][cH:53]2)[CH2:13][CH:14]([n:16]2[cH:17][n:18][c:19]3[c:20]([NH:21][C:22]([c:23]4[cH:24][cH:25][cH:26][cH:27][cH:28]4)=[O:29])[n:30][cH:31][n:32][c:33]23)[O:15]1.